describe an organic reaction: reactants, conditions, products, and yield From a dataset of the Open Reaction Database (ORD), a public repository of structured organic reaction records. Starting materials: N1CCCCC2=C1C=CC=C2 (1,2,4,5-Tetrahydro-3H-benzazepine), [N+](=O)(O)[O-] (nitric acid). Procedure details: 1,2,4,5-Tetrahydro-3H-benzazepine (1 g) (See P. Ruggli et al., Helv. Chim. Acta, 18, 1388, [1935]) was added slowly dropwise to stirred fuming nitric acid (25 ml) at −10° C. Stirring was continued at −10° C. for 1 hour and the reaction mixture was then poured onto ice, the precipitate collected by filtration and dried to give the title compound as the nitrate salt, 1.4 g. This was suspended in water, cooled to 5° C. and neutralised with 5M sodium hydroxide. The precipitate was collected by filtr... Product: [N+](=O)([O-])C1=CC2=C(CCNCC2)C=C1 (7-Nitro-1,2,4,5-tetrahydro-3H-3-benzazepine), nitrate salt. As a reaction SMILES: [NH:1]1[C:7]2[CH:8]=[CH:9][CH:10]=[CH:11][C:6]=2[CH2:5][CH2:4][CH2:3][CH2:2]1.[N+:12]([O-])([OH:14])=[O:13]>>[N+:12]([C:6]1[CH:11]=[CH:10][C:9]2[CH2:8][CH2:7][NH:1][CH2:2][CH2:3][C:4]=2[CH:5]=1)([O-:14])=[O:13]. Reaction conditions: time 1 hour. Reactants: [N+](=O)([O-])C1=C(C=C(C(=C1OC)[N+](=O)[O-])OC)OC (2,4-dinitro-1,3,5-trimethoxybenzene), [PH2](=O)[O-].[Na+] (sodium hypophosphite). The reagents and catalysts are [Pd] (palladium on charcoal). Run in O (water), O1CCCC1 (tetrahydrofuran), O (water). Run at time 30 minute. Yields the product NC1=C(C=C(C(=C1OC)[N+](=O)[O-])OC)OC (2-amino-4-nitro-1,3,5-trimethoxybenzene). RXN SMILES: [N+:1]([C:4]1[C:9]([O:10][CH3:11])=[C:8]([N+:12]([O-])=O)[C:7]([O:15][CH3:16])=[CH:6][C:5]=1[O:17][CH3:18])([O-:3])=[O:2].[PH2]([O-])=O.[Na+]>[Pd].O1CCCC1.O>[NH2:12][C:8]1[C:9]([O:10][CH3:11])=[C:4]([N+:1]([O-:3])=[O:2])[C:5]([O:17][CH3:18])=[CH:6][C:7]=1[O:15][CH3:16] |f:1.2|. Procedure details: A suspension of 26 g of palladium on charcoal (10%) is refluxed in 1.3 l of tetrahydrofuran and 26 ml of water containing 1 mole (258 g) of 2,4-dinitro-1,3,5-trimethoxybenzene. A solution of 247 g of sodium hypophosphite in 260 ml of water is added to this suspension over 3 hours. Refluxing is continued for an additional 30 minutes. After cooling, the catalyst is removed by filtration and the aqueous phase by phase separation. The organic phase is concentrated under vacuum and is then poured ont...